From a dataset of the Open Reaction Database (ORD), a public repository of structured organic reaction records. describe an organic reaction: reactants, conditions, products, and yield Run at time 1 hour. Product: C(CCCC)(=O)NC1=NC=C(C=N1)N (2-(N-pentanoyl)amino-5-aminopyrimidine). Run in C(C)O (ethanol). Procedure details: Platinum oxide (50 mg, 0.22 mmol) was added to a solution of 2-(N-pentanoyl)amino-5-nitropyrimidine (650 mg, 2.9 mmol) in ethanol (100 ml) at ambient temperature and the reaction stirred for 1 hour under an atmosphere of hydrogen. The reaction was filtered through a pad of celite and the solvents were evaporated in vacuo. Trituration with diethylether and drying yielded 2-(N-pentanoyl)amino-5-aminopyrimidine (307 mg, 55% yield) as brown solid: The reagents and catalysts are [Pt]=O (Platinum oxide). Isolated yield 54.5%. RXN SMILES: [C:1]([NH:7][C:8]1[N:13]=[CH:12][C:11]([N+:14]([O-])=O)=[CH:10][N:9]=1)(=[O:6])[CH2:2][CH2:3][CH2:4][CH3:5]>C(O)C.[Pt]=O>[C:1]([NH:7][C:8]1[N:13]=[CH:12][C:11]([NH2:14])=[CH:10][N:9]=1)(=[O:6])[CH2:2][CH2:3][CH2:4][CH3:5]. Starting materials: C(CCCC)(=O)NC1=NC=C(C=N1)[N+](=O)[O-] (2-(N-pentanoyl)amino-5-nitropyrimidine). The reactants are CCN=C=NCCCN(C)C, CCOC(C)=O, NCc1ccc(Cl)cc1, Cl, CNC(=O)c1nc(-c2cccc(C(=O)O)c2)cnc1N, C1CCOC1, On1nnc2ccccc21. Yields the product CNC(=O)c1nc(-c2cccc(C(=O)NCc3ccc(Cl)cc3)c2)cnc1N. As a reaction SMILES: [CH2:41]([N:42]=[C:43]=[N:44][CH2:45][CH2:46][CH2:47][N:48]([CH3:49])[CH3:50])[CH3:51].[CH3:52][CH2:53][O:54][C:55](=[O:56])[CH3:57].[Cl:31][c:32]1[cH:33][cH:34][c:35]([CH2:36][NH2:37])[cH:38][cH:39]1.[ClH:40].[NH2:1][c:2]1[n:3][cH:4][c:5](-[c:12]2[cH:13][c:14]([C:15](=[O:16])[OH:17])[cH:18][cH:19][cH:20]2)[n:6][c:7]1[C:8](=[O:9])[NH:10][CH3:11].[O:58]1[CH2:59][CH2:60][CH2:61][CH2:62]1.[OH:21][n:22]1[c:23]2[cH:24][cH:25][cH:26][cH:27][c:28]2[n:29][n:30]1>>[NH2:1][c:2]1[n:3][cH:4][c:5](-[c:12]2[cH:13][c:14]([C:15](=[O:17])[NH:37][CH2:36][c:35]3[cH:34][cH:33][c:32]([Cl:31])[cH:39][cH:38]3)[cH:18][cH:19][cH:20]2)[n:6][c:7]1[C:8](=[O:9])[NH:10][CH3:11]. Starting materials: C([O-])([O-])=O.[Li+].[Li+] (lithium carbonate), ClC1=C(C#N)C=CC(=C1CC)F (2-chloro-4-fluoro-3-ethylbenzonitrile), OC(C)(C)[C@@H]1[C@@H](NCC1)C ((2S,3S)-3-(1-hydroxy-1-methylethyl)-2-methylpyrrolidine). Yields the product ClC1=C(C#N)C=CC(=C1CC)N1[C@H]([C@H](CC1)C(C)(C)O)C (2-chloro-3-ethyl-4-[(2S,3S)-3-(1-hydroxy-1-methylethyl)-2-methylpyrrolidin-1-yl]benzonitrile), solid. As a reaction SMILES: [Cl:1][C:2]1[C:9]([CH2:10][CH3:11])=[C:8](F)[CH:7]=[CH:6][C:3]=1[C:4]#[N:5].[OH:13][C:14]([C@H:17]1[CH2:21][CH2:20][NH:19][C@H:18]1[CH3:22])([CH3:16])[CH3:15].C(=O)([O-])[O-].[Li+].[Li+]>>[Cl:1][C:2]1[C:9]([CH2:10][CH3:11])=[C:8]([N:19]2[CH2:20][CH2:21][C@H:17]([C:14]([OH:13])([CH3:16])[CH3:15])[C@@H:18]2[CH3:22])[CH:7]=[CH:6][C:3]=1[C:4]#[N:5] |f:2.3.4|. Procedure details: Using 2-chloro-4-fluoro-3-ethylbenzonitrile (1.10 g), (2S,3S)-3-(1-hydroxy-1-methylethyl)-2-methylpyrrolidine 1/2 oxalate (1.24 g) and lithium carbonate (930 mg), the title compound was obtained as a colorless solid (yield: 255 mg) by an operation similar to that in Example 3. Starting materials: CCCCc1nc(C(C)(C)O)c(C#N)n1Cc1ccc(-c2ccccc2C(=O)OC(C)(C)C)cc1, CCO, [Na+], [OH-]. Yields the product CCCCc1nc(C(C)(C)O)c(C(N)=O)n1Cc1ccc(-c2ccccc2C(=O)OC(C)(C)C)cc1. Reaction SMILES: [C:3]([CH3:4])([CH3:5])([CH3:6])[O:7][C:8](=[O:9])[c:10]1[c:11](-[c:16]2[cH:17][cH:18][c:19]([CH2:22][n:23]3[c:24]([CH2:34][CH2:35][CH2:36][CH3:37])[n:25][c:26]([C:30]([CH3:31])([CH3:32])[OH:33])[c:27]3[C:28]#[N:29])[cH:20][cH:21]2)[cH:12][cH:13][cH:14][cH:15]1.[CH3:38][CH2:39][OH:40].[Na+:2].[OH-:1]>>[O:1]=[C:28]([c:27]1[n:23]([CH2:22][c:19]2[cH:18][cH:17][c:16](-[c:11]3[c:10]([C:8]([O:7][C:3]([CH3:4])([CH3:5])[CH3:6])=[O:9])[cH:15][cH:14][cH:13][cH:12]3)[cH:21][cH:20]2)[c:24]([CH2:34][CH2:35][CH2:36][CH3:37])[n:25][c:26]1[C:30]([CH3:31])([CH3:32])[OH:33])[NH2:29]. The reactants are C(C)(C)(C)C=1C=C(C(=O)Cl)C=C(C1O)C(C)(C)C (3,5-di(t-butyl)-4-hydroxybenzoyl chloride), Cl (hydrochloric acid), ClCCl (dichloromethane), C(C)(C)(C)N (t-butylamine). The solvent is C1=CC=CC=C1.CCCCCC (benzene hexane). Yields the product C(C)(C)(C)C=1C=C(C(=O)NC(C)(C)C)C=C(C1O)C(C)(C)C (3,5-di(t-butyl)-4-hydroxy-N-t-butylbenzamide). RXN SMILES: [C:1]([C:5]1[CH:6]=[C:7]([CH:11]=[C:12]([C:15]([CH3:18])([CH3:17])[CH3:16])[C:13]=1[OH:14])[C:8](Cl)=[O:9])([CH3:4])([CH3:3])[CH3:2].ClCCl.[C:22]([NH2:26])([CH3:25])([CH3:24])[CH3:23].Cl>C1C=CC=CC=1.CCCCCC>[C:1]([C:5]1[CH:6]=[C:7]([CH:11]=[C:12]([C:15]([CH3:18])([CH3:17])[CH3:16])[C:13]=1[OH:14])[C:8]([NH:26][C:22]([CH3:25])([CH3:24])[CH3:23])=[O:9])([CH3:4])([CH3:3])[CH3:2] |f:4.5|. Procedure details: To a stirred solution of 13.43 g. (0.05 mole) of 3,5-di(t-butyl)-4-hydroxybenzoyl chloride in 50 ml. of dichloromethane is added dropwise 8.77 g. (0.12 mole) of t-butylamine. The mixture obtained is neutralized carefully with 10 percent hydrochloric acid and washed thrice with 200 ml. portions of water. The organic layer is dried, then evaporated under vacuum to provide a white residue. The residue is dissolved in hot benzene-hexane mixture and crystallized to provide 3,5-di(t-butyl)-4-hydroxy-N... The reactants are FC1=C(C(=CC=C1)F)NS(=O)(=O)C1=NN(C(=N1)C)C1=NC=CC=N1 (N-(2,6-difluorophenyl)-5-methyl-1-(2-pyrimidinyl)-1,2,4-triazole-3-sulphonamide), C([O-])([O-])=O.[K+].[K+] (potassium carbonate), C(C1=CC=CC=C1)(=O)Cl (benzoyl chloride). Run in CC(=O)C (acetone), CC(=O)C (acetone). Conditions: time 18 hour. The product is C(C1=CC=CC=C1)(=O)N(S(=O)(=O)C1=NN(C(=N1)C)C1=NC=CC=N1)C1=C(C=CC=C1F)F (N-Benzoyl-N-(2,6-difluorophenyl)-5-methyl-1-(2-pyrimidinyl)-1,2,4-triazole-3-sulphonamide). Yield: 54.0%. As a reaction SMILES: [F:1][C:2]1[CH:7]=[CH:6][CH:5]=[C:4]([F:8])[C:3]=1[NH:9][S:10]([C:13]1[N:17]=[C:16]([CH3:18])[N:15]([C:19]2[N:24]=[CH:23][CH:22]=[CH:21][N:20]=2)[N:14]=1)(=[O:12])=[O:11].C(=O)([O-])[O-].[K+].[K+].[C:31](Cl)(=[O:38])[C:32]1[CH:37]=[CH:36][CH:35]=[CH:34][CH:33]=1>CC(C)=O>[C:31]([N:9]([C:3]1[C:2]([F:1])=[CH:7][CH:6]=[CH:5][C:4]=1[F:8])[S:10]([C:13]1[N:17]=[C:16]([CH3:18])[N:15]([C:19]2[N:24]=[CH:23][CH:22]=[CH:21][N:20]=2)[N:14]=1)(=[O:11])=[O:12])(=[O:38])[C:32]1[CH:37]=[CH:36][CH:35]=[CH:34][CH:33]=1 |f:1.2.3|. Reported procedure: A suspension of N-(2,6-difluorophenyl)-5-methyl-1-(2-pyrimidinyl)-1,2,4-triazole-3-sulphonamide (1.5 g) (Compound A54) and anhydrous potassium carbonate (0.59 g) in dry acetone (50 ml) was heated under reflux for 30 minutes. A solution of benzoyl chloride (0.6 g) in acetone (50 ml) was added, and the mixture was refluxed for a further 2 hours. The mixture was then allowed to stand at 25° C. for 18 hours, after which it was warmed, filtered and evaporated. The solid produced was recrystallised fr... Starting materials: O=c1ccn(CCO)c(C(O)c2cccnc2)c1OCc1ccccc1, CO. Product: O=c1ccn(CCO)c(C(O)c2cccnc2)c1O. As a reaction SMILES: [CH2:1]([c:2]1[cH:3][cH:4][cH:5][cH:6][cH:7]1)[O:8][c:9]1[c:10]([CH:19]([c:20]2[cH:21][n:22][cH:23][cH:24][cH:25]2)[OH:26])[n:11]([CH2:16][CH2:17][OH:18])[cH:12][cH:13][c:14]1=[O:15].[CH3:27][OH:28]>>[OH:8][c:9]1[c:10]([CH:19]([c:20]2[cH:21][n:22][cH:23][cH:24][cH:25]2)[OH:26])[n:11]([CH2:16][CH2:17][OH:18])[cH:12][cH:13][c:14]1=[O:15]. Starting materials: COC(CC1=CC(=C(C=C1)OC)OC1=C(C=C(C=C1)Br)CN1C(O[C@@H]([C@@H]1C)C1=CC=CC=C1)=O)=O ({3-[4-bromo-2-((4S,5R)-4-methyl-2-oxo-5-phenyl-oxazolidin-3-ylmethyl)-phenoxy]-4-methoxy-phenyl}-acetic acid methyl ester), CC1(OB(OC1(C)C)C=1C=NNC1)C (4,4,5,5-tetramethyl-2-(1H-pyrazol-4-yl)-1,3,2-dioxaborolane). Yields the product BrC1=CC(=C(OC=2C=C(C=CC2OC)CC(=O)O)C=C1)CN1C(O[C@@H]([C@@H]1C)C1=CC=CC=C1)=O ({3-[4-Bromo-2-((4S,5R)-4-methyl-2-oxo-5-phenyl-oxazolidin-3-ylmethyl)-phenoxy]-4-methoxy-phenyl}-acetic acid). RXN SMILES: C[O:2][C:3](=[O:35])[CH2:4][C:5]1[CH:10]=[CH:9][C:8]([O:11][CH3:12])=[C:7]([O:13][C:14]2[CH:19]=[CH:18][C:17]([Br:20])=[CH:16][C:15]=2[CH2:21][N:22]2[C@@H:26]([CH3:27])[C@@H:25]([C:28]3[CH:33]=[CH:32][CH:31]=[CH:30][CH:29]=3)[O:24][C:23]2=[O:34])[CH:6]=1.CC1(C)C(C)(C)OB(C2C=NNC=2)O1>>[Br:20][C:17]1[CH:18]=[CH:19][C:14]([O:13][C:7]2[CH:6]=[C:5]([CH2:4][C:3]([OH:35])=[O:2])[CH:10]=[CH:9][C:8]=2[O:11][CH3:12])=[C:15]([CH2:21][N:22]2[C@@H:26]([CH3:27])[C@@H:25]([C:28]3[CH:33]=[CH:32][CH:31]=[CH:30][CH:29]=3)[O:24][C:23]2=[O:34])[CH:16]=1. Procedure details: Prepared according to the procedure described in Example 19, Step 3, using the following starting materials: {3-[4-bromo-2-((4S,5R)-4-methyl-2-oxo-5-phenyl-oxazolidin-3-ylmethyl)-phenoxy]-4-methoxy-phenyl}-acetic acid methyl ester and 4,4,5,5-tetramethyl-2-(1H-pyrazol-4-yl)-1,3,2-dioxaborolane.